From a dataset of the Open Reaction Database (ORD), a public repository of structured organic reaction records. describe an organic reaction: reactants, conditions, products, and yield Reactants: CN1C(CN=C(C2=C1C=CC=C2)C2=C(C=CC=C2)F)CN (1-methyl-2-aminomethyl-5-(2'-fluorophenyl)-2,3-dihydro-1H-1,4-benzodiazepine), N1C=C(C2=CC=CC=C12)CC(=O)O (indole-3-acetic acid), Cl.C(C)N=C=NCCCN(C)C (1-ethyl-3-(3-dimethylaminopropyl)carbodiimide hydrochloride). Run in C(Cl)Cl (methylene chloride). Conditions: time 8 hour. Yields the product O.CN1C(CN=C(C2=C1C=CC=C2)C2=C(C=CC=C2)F)CNC(=O)CC2=CNC1=CC=CC=C21 (1-methyl-2-(1H-indol-3-yl)methylcarbonylaminomethyl-5-(2'-fluorophenyl)-2,3-dihydro-1H-1,4-benzodiazepine hydrate). Yield: 71.9%. RXN SMILES: [CH3:1][N:2]1[C:8]2[CH:9]=[CH:10][CH:11]=[CH:12][C:7]=2[C:6]([C:13]2[CH:18]=[CH:17][CH:16]=[CH:15][C:14]=2[F:19])=[N:5][CH2:4][CH:3]1[CH2:20][NH2:21].[NH:22]1[C:30]2[C:25](=[CH:26][CH:27]=[CH:28][CH:29]=2)[C:24]([CH2:31][C:32]([OH:34])=[O:33])=[CH:23]1.Cl.C(N=C=NCCCN(C)C)C>C(Cl)Cl>[OH2:33].[CH3:1][N:2]1[C:8]2[CH:9]=[CH:10][CH:11]=[CH:12][C:7]=2[C:6]([C:13]2[CH:18]=[CH:17][CH:16]=[CH:15][C:14]=2[F:19])=[N:5][CH2:4][CH:3]1[CH2:20][NH:21][C:32]([CH2:31][C:24]1[C:25]2[C:30](=[CH:29][CH:28]=[CH:27][CH:26]=2)[NH:22][CH:23]=1)=[O:34] |f:2.3,5.6|. Procedure: According to the method of Example 1, 1-methyl-2-aminomethyl-5-(2'-fluorophenyl)-2,3-dihydro-1H-1,4-benzodiazepine (250 mg, 0.88 mmole) and indole-3-acetic acid (154 mg, 0.88 mmole) were combined with 4 ml of dry methylene chloride, and 1-ethyl-3-(3-dimethylaminopropyl)carbodiimide hydrochloride (169 mg, 0.88 mmole) was added to this mixture. After pH-adjustment, overnight stirring, dilution and washing, rotoevaporation of the dried extracts of the reaction afforded 290 mg of an oil which was pu... The reactants are O (water), C([O-])(O)=O.[Na+] (sodium bicarbonate), COC1=C(C=CC(=C1)S(=O)(=O)C1=CC=NC=C1)NC(C(C(F)(F)F)(C)O)=O (N-[2-methoxy-4-(4-pyridylsulfonyl)phenyl]-3,3,3,-trifluoro-2-hydroxy-2-methyl propanamide), B(Br)(Br)Br (boron tribromide), solution. The solvent is C(Cl)Cl (methylene chloride), C(Cl)Cl (methylene chloride). The product is OC1=C(C=CC(=C1)S(=O)(=O)C1=CC=NC=C1)NC(C(C(F)(F)F)(C)O)=O (N-[2-Hydroxy-4-(4-pyridylsulfonyl)phenyl]-3,3,3,-trifluoro-2-hydroxy-2-methylpropanamide). Isolated yield 12.0%. Reaction SMILES: C[O:2][C:3]1[CH:8]=[C:7]([S:9]([C:12]2[CH:17]=[CH:16][N:15]=[CH:14][CH:13]=2)(=[O:11])=[O:10])[CH:6]=[CH:5][C:4]=1[NH:18][C:19](=[O:27])[C:20]([OH:26])([CH3:25])[C:21]([F:24])([F:23])[F:22].B(Br)(Br)Br.O.C(=O)(O)[O-].[Na+]>C(Cl)Cl>[OH:2][C:3]1[CH:8]=[C:7]([S:9]([C:12]2[CH:13]=[CH:14][N:15]=[CH:16][CH:17]=2)(=[O:10])=[O:11])[CH:6]=[CH:5][C:4]=1[NH:18][C:19](=[O:27])[C:20]([OH:26])([CH3:25])[C:21]([F:23])([F:24])[F:22] |f:3.4|. Reported procedure: To a stirred suspension of N-[2-methoxy-4-(4-pyridylsulfonyl)phenyl]-3,3,3,-trifluoro-2-hydroxy-2-methyl propanamide (1.30 g) and sieve dried methylene chloride (50 mL) was added boron tribromide (1.6 mL of a 1.0M solution in methylene chloride), and the mixture (a gummy ball of material and solvent) was stirred at reflux for 2 hours and then stirred overnight at room temperature. The reaction mixture was poured into water, made basic with saturated sodium bicarbonate solution and extracted with... The reactants are C1=CC=CC2=C1N=C1N(CS2)C=CC=C1 (6H-pyrido[1,2-c][1,3,5]-benzothiadiazepine), Cl (hydrogen chloride). Solvent: CCOCC (ether), CC(C)O (2-propanol). The product is Cl.C1=CC=CC2=C1N=C1N(CS2)C=CC=C1 (6H-Pyrido[1,2-c][1,3,5]benzothiadiazepine, hydrochloride). As a reaction SMILES: [CH:1]1[C:6]2[N:7]=[C:8]3[CH:15]=[CH:14][CH:13]=[CH:12][N:9]3[CH2:10][S:11][C:5]=2[CH:4]=[CH:3][CH:2]=1.[ClH:16]>CC(O)C.CCOCC>[ClH:16].[CH:1]1[C:6]2[N:7]=[C:8]3[CH:15]=[CH:14][CH:13]=[CH:12][N:9]3[CH2:10][S:11][C:5]=2[CH:4]=[CH:3][CH:2]=1 |f:4.5|. Reported procedure: To a solution of 1.0 g of 6H-pyrido[1,2-c][1,3,5]-benzothiadiazepine in 20 ml of anhydrous 2-propanol is added about 5.0 ml of 4.2 N 2-propanolic hydrogen chloride. The clear solution that is formed is diluted with anhydrous ether until a turbidity persists and is then cooled to give the pale yellow crystalline product. Recrystallization from acetonitrile gives about 1.0 g of the named product, mp about 258°-260°. Reactants: Cl (hydrochloric acid), C(CCCCCCCCCCCCCCCCCCCCC)OC1=CC=C(C(=O)OCC)C=C1 (ethyl 4-docosyloxybenzoate), C(C)O (ethanol), [OH-].[Na+] (sodium hydroxide), resultant precipitate. Run in O (H2O). Yields the product C(CCCCCCCCCCCCCCCCCCCCC)OC1=CC=C(C(=O)O)C=C1 (4-Docosyloxybenzoic acid). RXN SMILES: [CH2:1]([O:23][C:24]1[CH:34]=[CH:33][C:27]([C:28]([O:30]CC)=[O:29])=[CH:26][CH:25]=1)[CH2:2][CH2:3][CH2:4][CH2:5][CH2:6][CH2:7][CH2:8][CH2:9][CH2:10][CH2:11][CH2:12][CH2:13][CH2:14][CH2:15][CH2:16][CH2:17][CH2:18][CH2:19][CH2:20][CH2:21][CH3:22].C(O)C.[OH-].[Na+].Cl>O>[CH2:1]([O:23][C:24]1[CH:25]=[CH:26][C:27]([C:28]([OH:30])=[O:29])=[CH:33][CH:34]=1)[CH2:2][CH2:3][CH2:4][CH2:5][CH2:6][CH2:7][CH2:8][CH2:9][CH2:10][CH2:11][CH2:12][CH2:13][CH2:14][CH2:15][CH2:16][CH2:17][CH2:18][CH2:19][CH2:20][CH2:21][CH3:22] |f:2.3|. Reported procedure: To a solution of docosyl bromide (25 g, 0.064 mol), potassium carbonate (9.0 g) and sodium iodide (9.6 g) in acetone (150 ml), ethyl p-hydroxybenzoate (10.2 g, 0.061 mol) was added, and then reacted for 12 h under reflux with stirring. After cooling, the reaction mixture was filtered to remove inorganic materials, taken up in H2O (500 ml), and extracted with CH2Cl2 (3×100 ml). The organic layer was separated, washed with H2O, dried over MgSO4, and evaporated to dryness. The resultant residue was... Starting materials: C1CCOC1 (THF), BrC=1C(=C2CCOC(C2=CC1)=O)I (6-Bromo-5-iodo-3,4-dihydro-1H-isochromen-1-one), FC(F)(F)OB([O-])[O-].[K+].[K+] (Potassium Trifluoromethylborate), C([O-])([O-])=O.[Cs+].[Cs+] (cesium carbonate). Reagents/catalysts: C1=CC=C(C=C1)P([C-]2C=CC=C2)C3=CC=CC=C3.C1=CC=C(C=C1)P([C-]2C=CC=C2)C3=CC=CC=C3.Cl[Pd]Cl.[Fe+2].C(Cl)Cl (PdCl2(dppf) CH2Cl2). Run in O (water). Reaction conditions: temperature 140 celsius. Yields the product BrC=1C(=C2CCOC(C2=CC1)=O)C (6-Bromo-5-methyl-3,4-dihydro-1H-isochromen-1-one). RXN SMILES: [Br:1][C:2]1[C:3](I)=[C:4]2[C:9](=[CH:10][CH:11]=1)[C:8](=[O:12])[O:7][CH2:6][CH2:5]2.F[C:15](OB([O-])[O-])(F)F.[K+].[K+].C(=O)([O-])[O-].[Cs+].[Cs+].C1COCC1>C1C=CC(P(C2C=CC=CC=2)[C-]2C=CC=C2)=CC=1.C1C=CC(P(C2C=CC=CC=2)[C-]2C=CC=C2)=CC=1.Cl[Pd]Cl.[Fe+2].C(Cl)Cl.O>[Br:1][C:2]1[C:3]([CH3:15])=[C:4]2[C:9](=[CH:10][CH:11]=1)[C:8](=[O:12])[O:7][CH2:6][CH2:5]2 |f:1.2.3,4.5.6,8.9.10.11.12|. Procedure details: To a 20 mL microwave tube was added 6-Bromo-5-iodo-3,4-dihydro-1H-isochromen-1-one (300 mg, 0.85 mmol), Potassium Trifluoromethylborate (114 mg, 0.94 mmol), PdCl2(dppf)-CH2Cl2 Adduct (69 mg, 0.085 mmol), cesium carbonate (830 mg, 2.6 mmol), and a stir bar. The mixture was sealed and THF (10 mL) and water (1 mL) were added with a syringe. The mixture was purged three times with nitrogen, and then heated to 140° C. for 30 minutes. TLC showed formation of the desired product. The reaction was dilut... Reactants: CC1=CC(=O)C(=CO1)O (Allomaltol), CN(C)C (trimethyl amine), C(C)(=O)OC(C)=O (Acetic anhydride). Solvent: C1CCOC1 (THF). Run at time 5 minute. The product is C(C)(=O)OC1=COC(=CC1=O)C (6-methyl-4-oxo-4H-pyran-3-yl acetate). Isolated yield 81.3%. Reaction SMILES: [CH3:1][C:2]1[O:8][CH:7]=[C:6]([OH:9])[C:4](=[O:5])[CH:3]=1.CN(C)C.[C:14](OC(=O)C)(=[O:16])[CH3:15]>C1COCC1>[C:14]([O:9][C:6]1[C:4](=[O:5])[CH:3]=[C:2]([CH3:1])[O:8][CH:7]=1)(=[O:16])[CH3:15]. Procedure: Allomaltol (600 mg; 4.76 mmol) was weighed out into a round bottom flask (100 ml) containing a stir-bar. The contents were diluted with anhydrous THF (˜20 ml) and stirred (˜5 min) to afford a solution. Next, trimethyl amine (833 μl; 6.33 mmol; 1.33 equiv.) was added drop-wise and the contents stirred (˜5 min). Acetic anhydride (641 μl; 5.00 mmol) was then added drop-wise, capped and stirred at room temperature. The reaction was monitored via silica gel TLC. Once complete, the reaction mixture wa... Reactants: CC(C)CCN, O=C(Cl)CCCc1ccc([N+](=O)[O-])cc1. The product is CC(C)CCNC(=O)CCCc1ccc([N+](=O)[O-])cc1. As a reaction SMILES: [CH2:1]([CH2:2][CH:3]([CH3:4])[CH3:5])[NH2:6].[N+:7](=[O:8])([O-:9])[c:10]1[cH:11][cH:12][c:13]([CH2:16][CH2:17][CH2:18][C:19](=[O:20])[Cl:21])[cH:14][cH:15]1>>[CH2:1]([CH2:2][CH:3]([CH3:4])[CH3:5])[NH:6][C:19]([CH2:18][CH2:17][CH2:16][c:13]1[cH:12][cH:11][c:10]([N+:7](=[O:8])[O-:9])[cH:15][cH:14]1)=[O:20].